This data is from the Open Reaction Database (ORD), a public repository of structured organic reaction records. The task is: describe an organic reaction: reactants, conditions, products, and yield Reactants: CC(C)(C)OC(=O)N1CCC(Nc2ncc(Br)cn2)CC1, CC(=O)[O-], CC(=O)O, [K+], C1COCCO1, O, OO, Cl[Pd]Cl, c1ccc(P(c2ccccc2)c2ccccc2)cc1, c1ccc(P(c2ccccc2)c2ccccc2)cc1. Yields the product CC(C)(C)OC(=O)N1CCC(Nc2ncc(O)cn2)CC1. RXN SMILES: [C:1]([CH3:2])([CH3:3])([CH3:4])[O:5][C:6](=[O:7])[N:8]1[CH2:9][CH2:10][CH:11]([NH:14][c:15]2[n:16][cH:17][c:18]([Br:21])[cH:19][n:20]2)[CH2:12][CH2:13]1.[CH3:23][C:24]([O-:25])=[O:26].[CH3:27][C:28](=[O:29])[OH:30].[K+:22].[O:33]1[CH2:34][CH2:35][O:36][CH2:37][CH2:38]1.[OH2:80].[OH:31][OH:32].[Pd:39]([Cl:40])[Cl:41].[c:42]1([P:43]([c:44]2[cH:45][cH:46][cH:47][cH:48][cH:49]2)[c:50]2[cH:51][cH:52][cH:53][cH:54][cH:55]2)[cH:56][cH:57][cH:58][cH:59][cH:60]1.[c:61]1([P:62]([c:63]2[cH:64][cH:65][cH:66][cH:67][cH:68]2)[c:69]2[cH:70][cH:71][cH:72][cH:73][cH:74]2)[cH:75][cH:76][cH:77][cH:78][cH:79]1>>[C:1]([CH3:2])([CH3:3])([CH3:4])[O:5][C:6](=[O:7])[N:8]1[CH2:9][CH2:10][CH:11]([NH:14][c:15]2[n:16][cH:17][c:18]([OH:25])[cH:19][n:20]2)[CH2:12][CH2:13]1. Starting materials: CC(=O)CNC1=NC=CN=C1Cl (3-chloro-2-(2-oxo-1-propanamino)pyrazine). Solvent: FC(C(=O)OC(C(F)(F)F)=O)(F)F (trifluoroacetic anhydride). Product: ClC=1C=2N(C=CN1)C(=CN2)C (8-chloro-3-methylimidazo[1,2-a]pyrazine). Reaction SMILES: [CH3:1][C:2]([CH2:4][NH:5][C:6]1[C:11]([Cl:12])=[N:10][CH:9]=[CH:8][N:7]=1)=O>FC(F)(F)C(OC(=O)C(F)(F)F)=O>[Cl:12][C:11]1[C:6]2[N:7]([C:2]([CH3:1])=[CH:4][N:5]=2)[CH:8]=[CH:9][N:10]=1. Reported procedure: A 2.67 g (0.01 mol) sample of 3-chloro-2-(2-oxo-1-propanamino)pyrazine is dissolved in 10 ml of trifluoroacetic anhydride under nitrogen and after the exothermic reaction subsides, the mixture is concentrated under vacuum. The residue is partitioned between chloroform and aqueous sodium bicarbonate, and the chloroform extract dried over sodium sulfate, filtered and concentrated under vacuum to give the solid 8-chloro-3-methylimidazo[1,2-a]pyrazine. Product: BrCC=CC(=O)OCC1=CC=CC=C1 (Benzyl 4-bromo-but-2-enate), oil. Starting materials: C(\C=C\C)(=O)OCC1=CC=CC=C1 (benzyl crotonate), BrN1C(CCC1=O)=O (N-bromosuccinimide). Run in C(Cl)(Cl)(Cl)Cl (carbon tetrachloride). Reported procedure: To a solution of benzyl crotonate (4.0 g, 22.73 mmol) in anhydrous carbon tetrachloride (20 ml) was added N-bromosuccinimide (4.045 g, 22.7 mmol). The resulting suspension was refluxed at 100° C. under nitrogen for 20 minutes. After cooling to room temperature, the solid was removed by filtration. The filtrate was evaporated under reduced pressure to dryness. The oily residue was separated on a flash column (silica, F 4×40 cm), packed with hexane. The column was eluted with 4 liters of 4% ethyl ... RXN SMILES: [C:1]([O:6][CH2:7][C:8]1[CH:13]=[CH:12][CH:11]=[CH:10][CH:9]=1)(=[O:5])/[CH:2]=[CH:3]/[CH3:4].[Br:14]N1C(=O)CCC1=O>C(Cl)(Cl)(Cl)Cl>[Br:14][CH2:4][CH:3]=[CH:2][C:1]([O:6][CH2:7][C:8]1[CH:9]=[CH:10][CH:11]=[CH:12][CH:13]=1)=[O:5]. Conditions: temperature 100 celsius. The yield is 9.0%. As a reaction SMILES: [F:1][C:2]([F:26])([F:25])[O:3][C:4]1[CH:9]=[CH:8][C:7]([N:10]2[CH:14]=[N:13][C:12]([C:15]3[CH:16]=[C:17]([CH2:21][CH2:22][CH2:23][NH2:24])[CH:18]=[CH:19][CH:20]=3)=[N:11]2)=[CH:6][CH:5]=1.[CH3:27][O:28][C:29]1[CH:34]=[CH:33][C:32]([NH:35][C:36]([NH2:38])=[S:37])=[C:31]([CH3:39])[CH:30]=1.[C:40]([O-])(=[O:42])C.[Na+]>>[CH3:27][O:28][C:29]1[CH:34]=[CH:33][C:32]([NH:35][C:36]([NH:38][C:40]([NH:24][CH2:23][CH2:22][CH2:21][C:17]2[CH:18]=[CH:19][CH:20]=[C:15]([C:12]3[N:13]=[CH:14][N:10]([C:7]4[CH:6]=[CH:5][C:4]([O:3][C:2]([F:1])([F:25])[F:26])=[CH:9][CH:8]=4)[N:11]=3)[CH:16]=2)=[O:42])=[S:37])=[C:31]([CH3:39])[CH:30]=1 |f:2.3|. The product is COC1=CC(=C(C=C1)NC(=S)NC(=O)NCCCC1=CC(=CC=C1)C1=NN(C=N1)C1=CC=C(C=C1)OC(F)(F)F)C (1-[(4-methoxy-2-methyl-phenyl)carbamothioyl]-3-[3-[3-[1-[4-(trifluoromethoxy)phenyl]-1H-1,2,4-triazol-3-yl]phenyl]propyl]urea), solid. The yield is 31.0%. The reactants are C(C)(=O)[O-].[Na+] (Sodium acetate), FC(OC1=CC=C(C=C1)N1N=C(N=C1)C=1C=C(C=CC1)CCCN)(F)F (3-(3-(1-(4-(trifluoromethoxy)phenyl)-1H-1,2,4-triazol-3-yl)phenyl)propan-1-amine), COC1=CC(=C(C=C1)NC(=S)N)C (1-(4-methoxy-2-methylphenyl)thiourea). Procedure details: The title compound was prepared as described in Example 63 using 3-(3-(1-(4-(trifluoromethoxy)phenyl)-1H-1,2,4-triazol-3-yl)phenyl)propan-1-amine (CA18) and 1-(4-methoxy-2-methylphenyl)thiourea. Sodium acetate was used in place of sodium bicarbonate. The title compound was isolated as a white solid (0.103 g, 31%): 1H NMR (400 MHz, DMSO-d6) δ 11.80 (s, 1H), 10.00 (s, 1H), 9.40 (s, 1H), 8.13-8.04 (m, 2H), 8.02-7.92 (m, 2H), 7.67-7.57 (m, 2H), 7.46 (t, J=7.6 Hz, 1H), 7.42-7.30 (m, 2H), 7.08 (t, J=5...